From a dataset of the Open Reaction Database (ORD), a public repository of structured organic reaction records. describe an organic reaction: reactants, conditions, products, and yield The reactants are FC(OC=1C=C(C=CC1)NC(=O)[C@H]1N([C@H](CC1)C(O[SiH2]C(C)(C)C)(C)C)CC1=CC=CC=C1)(F)F ((2S,5R)-1-benzyl-5-(tert-butyl-dimethyl-silanyloxymethyl)-pyrrolidine-2-carboxylic acid (3-trifluoromethoxy-phenyl)-amide). The reagents and catalysts are [Pd] (Pd/C). Solvent: C1CCOC1 (THF). Conditions: time 8 hour. Yields the product FC(OC=1C=C(C=CC1)NC(=O)[C@H]1N[C@H](CC1)C(O[SiH2]C(C)(C)C)(C)C)(F)F ((2S,5R)-5-(tert-Butyl-dimethyl-silanyloxymethyl)-pyrrolidine-2-carboxylic acid (3-trifluoromethoxy-phenyl)-amide). Reaction SMILES: [F:1][C:2]([F:35])([F:34])[O:3][C:4]1[CH:5]=[C:6]([NH:10][C:11]([C@@H:13]2[CH2:17][CH2:16][C@H:15]([C:18]([CH3:26])([CH3:25])[O:19][SiH2:20][C:21]([CH3:24])([CH3:23])[CH3:22])[N:14]2CC2C=CC=CC=2)=[O:12])[CH:7]=[CH:8][CH:9]=1>C1COCC1.[Pd]>[F:35][C:2]([F:1])([F:34])[O:3][C:4]1[CH:5]=[C:6]([NH:10][C:11]([C@@H:13]2[CH2:17][CH2:16][C@H:15]([C:18]([CH3:26])([CH3:25])[O:19][SiH2:20][C:21]([CH3:22])([CH3:24])[CH3:23])[NH:14]2)=[O:12])[CH:7]=[CH:8][CH:9]=1. Procedure details: To a solution of (2S,5R)-1-benzyl-5-(tert-butyl-dimethyl-silanyloxymethyl)-pyrrolidine-2-carboxylic acid (3-trifluoromethoxy-phenyl)-amide (97 mg, 0.19 mmol) in THF (1 mL) was added Pd/C (10%, 20 mg). The solution was degassed 3 times replacing air by nitrogen and finally nitrogen by hydrogen. The reaction mixture was further stirred under hydrogen atmosphere overnight. The catalyst was removed through a pad of Celite and washed with THF. Solvent was concentrated and the crude residue was purifi... Starting materials: diol, C(C)(=O)N1C(CCC1)OC (N-acetyl-2-methoxypyrrolidine), CC(CC(C)O)O (2,4-pentandiol), CN1C(CCC1)=O (N-methyl-2-pyrrolidone), cyclic acetals. The solvent is O (H2O), CCOC(=O)C (EtOAc). Product: C(C)(=O)N1C(CCC1)O (N-acetyl-2-hydroxypyrrolidine). As a reaction SMILES: [C:1]([N:4]1[CH2:8][CH2:7][CH2:6][CH:5]1[O:9]C)(=[O:3])[CH3:2].CC(O)CC(O)C.CN1CCCC1=O>O.CCOC(C)=O>[C:1]([N:4]1[CH2:8][CH2:7][CH2:6][CH:5]1[OH:9])(=[O:3])[CH3:2]. Procedure: One g of N-acetyl-2-methoxypyrrolidine (largely E plus lesser an amounts of B, C and D), 0.9 g of 2,4-pentandiol and 240 mg of N-methyl-2-pyrrolidone internal standard were heated at 50°-55° C. in 1 mL of H2O. A separate sample was heated in 1 mL of EtOAc. Results in both samples were similar: rapid initial formation of a small peak at 8.02 min (cyclic hemiamidal of the diol?), followed by growth of major product peaks at 8.35 and 8.73 min, the epimeric cyclic acetals. Small quantities of dehydr...